Dataset: the Open Reaction Database (ORD), a public repository of structured organic reaction records. Task: describe an organic reaction: reactants, conditions, products, and yield The solvent is CN1C(CCC1)=O (1-methyl-2-pyrrolidinone). Reaction conditions: temperature 70 celsius, time 8 hour. Procedure details: A solution of tert-butyl 4-[(6-bromo-1-oxo-1,2-dihydroisoquinolin-4-yl)sulfonyl]piperazine-1-carboxylate (Example 47a, 1.70 g) in 1-methyl-2-pyrrolidinone (10 mL) was treated with (bromomethyl)cyclopropane (0.41 mL) and potassium carbonate (0.796 g). The resulting mixture was stirred at 70° C. overnight. The cooled reaction mixture was partitioned between water (250 mL) and ethyl acetate. The organic was separated and the aqueous extracted with further ethyl acetate. The combined organics were w... The yield is 50.0%. The reactants are BrC=1C=C2C(=CNC(C2=CC1)=O)S(=O)(=O)N1CCN(CC1)C(=O)OC(C)(C)C (tert-butyl 4-[(6-bromo-1-oxo-1,2-dihydroisoquinolin-4-yl)sulfonyl]piperazine-1-carboxylate), BrCC1CC1 ((bromomethyl)cyclopropane), C([O-])([O-])=O.[K+].[K+] (potassium carbonate). As a reaction SMILES: [Br:1][C:2]1[CH:3]=[C:4]2[C:9](=[CH:10][CH:11]=1)[C:8](=[O:12])[NH:7][CH:6]=[C:5]2[S:13]([N:16]1[CH2:21][CH2:20][N:19]([C:22]([O:24][C:25]([CH3:28])([CH3:27])[CH3:26])=[O:23])[CH2:18][CH2:17]1)(=[O:15])=[O:14].Br[CH2:30][CH:31]1[CH2:33][CH2:32]1.C(=O)([O-])[O-].[K+].[K+]>CN1CCCC1=O>[C:22]([O:24][CH2:25][CH3:28])(=[O:23])[CH3:30].[CH3:11][CH2:2][CH2:3][CH:4]([CH3:9])[CH3:5].[Br:1][C:2]1[CH:3]=[C:4]2[C:9](=[CH:10][CH:11]=1)[C:8](=[O:12])[N:7]([CH2:30][CH:31]1[CH2:33][CH2:32]1)[CH:6]=[C:5]2[S:13]([N:16]1[CH2:21][CH2:20][N:19]([C:22]([O:24][C:25]([CH3:28])([CH3:27])[CH3:26])=[O:23])[CH2:18][CH2:17]1)(=[O:14])=[O:15] |f:2.3.4,6.7|. Yields the product C(C)(=O)OCC.CCCC(C)C (ethyl acetate isohexane), BrC=1C=C2C(=CN(C(C2=CC1)=O)CC1CC1)S(=O)(=O)N1CCN(CC1)C(=O)OC(C)(C)C (tert-Butyl 4-{[6-bromo-2-(cyclopropylmethyl)-1-oxo-1,2-dihydroisoquinolin-4-yl]sulfonyl}piperazine-1-carboxylate). The reactants are [N+](=O)([O-])C1=CC=C(COC(=O)[C@H]2[C@](S[C@H]3N2C([C@H]3NC(COC3=CC=CC=C3)=O)=O)(C)COC(NC(C)=O)=O)C=C1 ((2R,3S,5R,6R)2-(N-acetyl)carbamoyloxymethyl-2-methyl-6-phenoxyacetamidopenam-3-carboxylic acid p-nitrobenzyl ester), CN(C1=CC=CC=C1)C (dimethylaniline), P(Cl)(Cl)(Cl)(Cl)Cl (phosphorous pentachloride), CO (methanol). Run in C(Cl)Cl (methylene chloride). Reaction conditions: time 30 minute. The product is [N+](=O)([O-])C1=CC=C(COC(=O)[C@H]2[C@](S[C@H]3N2C([C@H]3N)=O)(C)COC(N)=O)C=C1 ((2R,3S,5R,6R)6-Amino-2-carbamoyloxymethyl-2-methylpenam-3-carboxylic Acid p-Nitrobenzyl Ester). Reaction SMILES: [N+:1]([C:4]1[CH:41]=[CH:40][C:7]([CH2:8][O:9][C:10]([C@@H:12]2[N:16]3[C:17](=[O:30])[C@@H:18]([NH:19]C(=O)COC4C=CC=CC=4)[C@H:15]3[S:14][C@:13]2([CH2:32][O:33][C:34](=[O:39])[NH:35]C(=O)C)[CH3:31])=[O:11])=[CH:6][CH:5]=1)([O-:3])=[O:2].CN(C)C1C=CC=CC=1.P(Cl)(Cl)(Cl)(Cl)Cl.CO>C(Cl)Cl>[N+:1]([C:4]1[CH:5]=[CH:6][C:7]([CH2:8][O:9][C:10]([C@@H:12]2[N:16]3[C:17](=[O:30])[C@@H:18]([NH2:19])[C@H:15]3[S:14][C@:13]2([CH2:32][O:33][C:34](=[O:39])[NH2:35])[CH3:31])=[O:11])=[CH:40][CH:41]=1)([O-:3])=[O:2]. Procedure: A solution of (2R,3S,5R,6R)2-(N-acetyl)carbamoyloxymethyl-2-methyl-6-phenoxyacetamidopenam-3-carboxylic acid p-nitrobenzyl ester (1.17 g, 2.0 mmol) in methylene chloride (10 ml) at -40° was charged with dimethylaniline (1.03 ml, 8.0 mmol) and phosphorous pentachloride (0.92 g, 4.4 mmol). The solution was stirred at -35° to -40° for 30 minutes and cold (~-35°) methanol (4.1 ml, 100 mmol) was added dropwise. The pale green solution was stirred at -35° to -40° for 2 hours and then quenched into ice...